The task is: describe an organic reaction: reactants, conditions, products, and yield. This data is from the Open Reaction Database (ORD), a public repository of structured organic reaction records. Starting materials: C[O-].[Na+].CO (sodium methylate methanol), O1C(C2CC(C(CC2)C)O)(C1)C (8,9-epoxy-p-menthan-2-ol), C(C)(=O)O (acetic acid), resultant mixture. Solvent: CO (methanol), CO (methanol). Yields the product COCC(C1C(CC(CC1)C)O)(C)O (9-methoxy-p-menthan-3,8-diol). Isolated yield 75.1%. Reaction SMILES: [CH3:1][O-:2].[Na+].[CH3:4][OH:5].[O:6]1[CH2:16][C:7]1([CH3:17])[CH:8]1C[CH2:12][CH:11]([CH3:14])[CH:10](O)[CH2:9]1.C(O)(=O)C>CO>[CH3:1][O:2][CH2:16][C:7]([OH:6])([CH3:17])[CH:8]1[CH2:9][CH2:10][CH:11]([CH3:14])[CH2:12][CH:4]1[OH:5] |f:0.1.2|. Procedure: Into a solution of a 28% sodium methylate-methanol solution (19.2 g; 0.1mol) in methanol (22ml) was added dropwise a solution of 8,9-epoxy-p-menthan-2-ol (17 g; 0.1 mol) in methanol (10 ml) with heating under reflux for over one hour. Upon completion, the resultant mixture was stirred at the same temperature for 3 hours for reaction. After cooling, glacial acetic acid (6.6 g; 0.11 mol) was added dropwise to the mixture for neutralizing the alkali. The oil layer which had been separated by adding... Reactants: C1(CCCC1)N1N=C(C=2C1=NC=NC2N)I (1-cyclopentyl-3-iodo-1H-pyrazolo[3,4-d]pyrimidin-4-amine), C(C1=CC=CC=C1)OC=1C=C(C=CC1)B(O)O (3-(benzyloxy)phenylboronic acid), O.C([O-])([O-])=O.[Na+].[Na+] (sodium carbonate monohydrate). The reagents and catalysts are C=1C=CC(=CC1)[P](C=2C=CC=CC2)(C=3C=CC=CC3)[Pd]([P](C=4C=CC=CC4)(C=5C=CC=CC5)C=6C=CC=CC6)([P](C=7C=CC=CC7)(C=8C=CC=CC8)C=9C=CC=CC9)[P](C=1C=CC=CC1)(C=1C=CC=CC1)C=1C=CC=CC1 (tetrakis(triphenylphosphine)palladium). Solvent: O (water), COCCOC (DME). Reaction conditions: temperature 85 celsius. The product is C(C1=CC=CC=C1)OC=1C=C(C=CC1)C1=NN(C2=NC=NC(=C21)N)C2CCCC2 (3-[3-(benzyloxy)phenyl]-1-cyclopentyl-1H-pyrazolo[3,4-d]pyrimidin-4-amine). Isolated yield 12.3%. As a reaction SMILES: [CH:1]1([N:6]2[C:10]3=[N:11][CH:12]=[N:13][C:14]([NH2:15])=[C:9]3[C:8](I)=[N:7]2)[CH2:5][CH2:4][CH2:3][CH2:2]1.[CH2:17]([O:24][C:25]1[CH:26]=[C:27](B(O)O)[CH:28]=[CH:29][CH:30]=1)[C:18]1[CH:23]=[CH:22][CH:21]=[CH:20][CH:19]=1.O.C(=O)([O-])[O-].[Na+].[Na+]>COCCOC.O.C1C=CC([P]([Pd]([P](C2C=CC=CC=2)(C2C=CC=CC=2)C2C=CC=CC=2)([P](C2C=CC=CC=2)(C2C=CC=CC=2)C2C=CC=CC=2)[P](C2C=CC=CC=2)(C2C=CC=CC=2)C2C=CC=CC=2)(C2C=CC=CC=2)C2C=CC=CC=2)=CC=1>[CH2:17]([O:24][C:25]1[CH:30]=[C:29]([C:8]2[C:9]3[C:10](=[N:11][CH:12]=[N:13][C:14]=3[NH2:15])[N:6]([CH:1]3[CH2:5][CH2:4][CH2:3][CH2:2]3)[N:7]=2)[CH:28]=[CH:27][CH:26]=1)[C:18]1[CH:23]=[CH:22][CH:21]=[CH:20][CH:19]=1 |f:2.3.4.5,^1:51,53,72,91|. Reported procedure: To a mixture of 1-cyclopentyl-3-iodo-1H-pyrazolo[3,4-d]pyrimidin-4-amine (0.200 g, 0.631 mmol, 1 equiv) and 3-(benzyloxy)phenylboronic acid (0.110 g, 0.487 mmol, 1.0 equiv) in DME (6 mL) was added tetrakis(triphenylphosphine)palladium (0.044 g, 0.038 mmol, 0.07 equiv) and a solution of sodium carbonate monohydrate (0.187 g, 1.51 mmol, 2.4 equiv) in water (2 mL). The mixture was heated at 85° C. for 16 h, then allowed to cool to ambient temperature. The solvent was removed under reduced pressure ... Reactants: O=C([O-])[O-], COCCl, CN(C)C=O, Oc1ccccc1OC(F)(F)F, [K+], [K+], O. Product: COCOc1ccccc1OC(F)(F)F. RXN SMILES: [C:13](=[O:14])([O-:15])[O-:16].[CH3:19][O:20][CH2:21][Cl:22].[CH3:24][N:25]([CH3:26])[CH:27]=[O:28].[F:1][C:2]([O:3][c:4]1[c:5]([OH:10])[cH:6][cH:7][cH:8][cH:9]1)([F:11])[F:12].[K+:17].[K+:18].[OH2:23]>>[F:1][C:2]([O:3][c:4]1[c:5]([O:10][CH2:21][O:20][CH3:19])[cH:6][cH:7][cH:8][cH:9]1)([F:11])[F:12]. Product: Cc1cnn(Cc2ccc(-n3nc(C(F)(F)F)c4c3CCCC4)cc2)c1. The reactants are Cc1cn[nH]c1, FC(F)(F)c1nn(-c2ccc(CCl)cc2)c2c1CCCC2, [H-], [Na+], CN(C)C=O. Reaction SMILES: [CH3:3][c:4]1[cH:5][n:6][nH:7][cH:8]1.[Cl:9][CH2:10][c:11]1[cH:12][cH:13][c:14](-[n:17]2[n:18][c:19]([C:26]([F:27])([F:28])[F:29])[c:20]3[c:25]2[CH2:24][CH2:23][CH2:22][CH2:21]3)[cH:15][cH:16]1.[H-:1].[Na+:2].[O:30]=[CH:31][N:32]([CH3:33])[CH3:34]>>[CH3:3][c:4]1[cH:5][n:6][n:7]([CH2:10][c:11]2[cH:12][cH:13][c:14](-[n:17]3[n:18][c:19]([C:26]([F:27])([F:28])[F:29])[c:20]4[c:25]3[CH2:24][CH2:23][CH2:22][CH2:21]4)[cH:15][cH:16]2)[cH:8]1. Starting materials: [I-].CO\N=C(\C(F)(F)F)/C=1C=[N+](C=CC1)C (E-1-Methyl-3-(α,α,α-trifluoroacetyl)pyridinium-O-methyl oxime iodide), CO (methanol), [BH4-].[Na+] (sodium borohydride), O.CO (water methanol). Solvent: O (water), O (water). Run at temperature 0 celsius, time 1 hour. Product: CON=C(C(F)(F)F)C1=CN(CC=C1)C (1-methyl-3-(α,α,α-trifluoroacetyl)-1,6-dihydropyridine-O-methyl oxime). Yield: 55.3%. Reaction SMILES: [I-].[CH3:2][O:3]/[N:4]=[C:5](\[C:10]1[CH:11]=[N+:12]([CH3:16])[CH:13]=[CH:14][CH:15]=1)/[C:6]([F:9])([F:8])[F:7].CO.[BH4-].[Na+].O.CO>O>[CH3:2][O:3][N:4]=[C:5]([C:10]1[CH:15]=[CH:14][CH2:13][N:12]([CH3:16])[CH:11]=1)[C:6]([F:9])([F:7])[F:8] |f:0.1,3.4,5.6|. Reported procedure: 1-Methyl-3-(α,α,α-trifluoroacetyl)pyridinium-O-methyl oxime iodide (D10) (10.4 g, 0.030 mol) in a 1:1 mixture of water and methanol (20 ml) was added dropwise to a suspension of sodium borohydride (2.17 g, 0.057 mol) in 1:1 water/methanol (40 ml) at 0° C. The reaction mixture was maintained at 0° C. for 0.5 h then warmed to room temperature and stirred at this temperature for 1 h. The mixture was diluted with water (40 ml) and extracted with chloroform (3×100 ml). The combined organic extracts w...